Dataset: the Open Reaction Database (ORD), a public repository of structured organic reaction records. Task: describe an organic reaction: reactants, conditions, products, and yield Starting materials: CSc1ccc(Br)cc1, [Li]C(C)(C)C, CCCCC, CCOCC, O=C1CCC=C1c1ccc(F)cc1. Product: CSc1ccc(C2(O)CCC=C2c2ccc(F)cc2)cc1. Reaction SMILES: [Br:1][c:2]1[cH:3][cH:4][c:5]([S:8][CH3:9])[cH:6][cH:7]1.[C:10]([Li:11])([CH3:12])([CH3:13])[CH3:14].[CH3:15][CH2:16][CH2:17][CH2:18][CH3:19].[CH3:33][CH2:34][O:35][CH2:36][CH3:37].[F:20][c:21]1[cH:22][cH:23][c:24]([C:27]2=[CH:31][CH2:30][CH2:29][C:28]2=[O:32])[cH:25][cH:26]1>>[c:2]1([C:28]2([OH:32])[C:27]([c:24]3[cH:23][cH:22][c:21]([F:20])[cH:26][cH:25]3)=[CH:31][CH2:30][CH2:29]2)[cH:3][cH:4][c:5]([S:8][CH3:9])[cH:6][cH:7]1. Starting materials: COC1=CC=C(C=C1)C1=NC(SC1C1=CC=C(C=C1)OC)=S (4,5-bis-(p-methoxyphenyl)-thiazoline-2-thione), BrC(C)Br (dibromoethane). The solvent is [OH-].[Na+] (sodium hydroxide). Run at time 4 hour. Yields the product BrCCSC=1SC(=C(N1)C1=CC=C(C=C1)OC)C1=CC=C(C=C1)OC (2-(2-Bromoethylthio)-4,5-bis-(p-methoxyphenyl)-thiazole). RXN SMILES: [CH3:1][O:2][C:3]1[CH:8]=[CH:7][C:6]([C:9]2[CH:13]([C:14]3[CH:19]=[CH:18][C:17]([O:20][CH3:21])=[CH:16][CH:15]=3)[S:12][C:11](=[S:22])[N:10]=2)=[CH:5][CH:4]=1.[Br:23][CH:24](Br)[CH3:25]>[OH-].[Na+]>[Br:23][CH2:24][CH2:25][S:22][C:11]1[S:12][C:13]([C:14]2[CH:19]=[CH:18][C:17]([O:20][CH3:21])=[CH:16][CH:15]=2)=[C:9]([C:6]2[CH:7]=[CH:8][C:3]([O:2][CH3:1])=[CH:4][CH:5]=2)[N:10]=1 |f:2.3|. Procedure details: 2.0 g of 4,5-bis-(p-methoxyphenyl)-thiazoline-2-thione are dissolved in 10.4 ml of 2 N sodium hydroxide solution. 2.3 g of dibromoethane are added and the mixture is stirred at room temperature for 4 hours. The organic layer is then removed, the aqueous phase is subsequently shaken with 10 ml of toluene, and the combined organic phases are washed twice with 5 ml of 2 N sodium hydroxide solution each time, dried over magnesium sulphate and concentrated to dryness by evaporation under reduced pres... Reactants: COC(=O)c1ccc2c(c1)OCC1C2=NN(c2ccc(C#N)c(C)c2)C1C1=CCCC1, CO, [Na+], C1CCOC1, [OH-]. The product is Cc1cc(N2N=C3c4ccc(C(=O)O)cc4OCC3C2C2=CCCC2)ccc1C#N. RXN SMILES: [C:1](#[N:2])[c:3]1[c:4]([CH3:31])[cH:5][c:6]([N:9]2[N:10]=[C:11]3[CH:12]([CH:13]2[C:14]2=[CH:15][CH2:16][CH2:17][CH2:18]2)[CH2:19][O:20][c:21]2[cH:22][c:23]([C:27](=[O:28])[O:29][CH3:30])[cH:24][cH:25][c:26]23)[cH:7][cH:8]1.[CH3:34][OH:35].[Na+:33].[O:36]1[CH2:37][CH2:38][CH2:39][CH2:40]1.[OH-:32]>>[C:1](#[N:2])[c:3]1[c:4]([CH3:31])[cH:5][c:6]([N:9]2[N:10]=[C:11]3[CH:12]([CH:13]2[C:14]2=[CH:15][CH2:16][CH2:17][CH2:18]2)[CH2:19][O:20][c:21]2[cH:22][c:23]([C:27](=[O:28])[OH:29])[cH:24][cH:25][c:26]23)[cH:7][cH:8]1. Reactants: C1(CC1)C=1C=C(C=C2CCN(CC2)C(=O)OC(C)(C)C)C=C(C1)OC1=NC=C(C=C1)C(F)(F)F (tert-butyl 4-(3-cyclopropyl-5-(5-(trifluoromethyl)pyridin-2-yloxy)benzylidene)piperidine-1-carboxylate), FC(C(=O)O)(F)F (trifluoroacetic acid). The solvent is C(Cl)Cl (CH2Cl2). Reaction conditions: temperature 0 celsius, time 1 hour. The product is C1(CC1)C=1C=C(OC2=NC=C(C=C2)C(F)(F)F)C=C(C1)C=C1CCNCC1 (2-(3-Cyclopropyl-5-(piperidin-4-ylidenemethyl)phenoxy)-5-(trifluoromethyl)pyridine). The yield is 84.0%. As a reaction SMILES: [CH:1]1([C:4]2[CH:5]=[C:6]([CH:21]=[C:22]([O:24][C:25]3[CH:30]=[CH:29][C:28]([C:31]([F:34])([F:33])[F:32])=[CH:27][N:26]=3)[CH:23]=2)[CH:7]=[C:8]2[CH2:13][CH2:12][N:11](C(OC(C)(C)C)=O)[CH2:10][CH2:9]2)[CH2:3][CH2:2]1.FC(F)(F)C(O)=O>C(Cl)Cl>[CH:1]1([C:4]2[CH:23]=[C:22]([CH:21]=[C:6]([CH:7]=[C:8]3[CH2:9][CH2:10][NH:11][CH2:12][CH2:13]3)[CH:5]=2)[O:24][C:25]2[CH:30]=[CH:29][C:28]([C:31]([F:34])([F:32])[F:33])=[CH:27][N:26]=2)[CH2:2][CH2:3]1. Reported procedure: To a solution of tert-butyl 4-(3-cyclopropyl-5-(5-(trifluoromethyl)pyridin-2-yloxy)benzylidene)piperidine-1-carboxylate (0.408 g, 0.859 mmol) in dry CH2Cl2 (5 mL) was added trifluoroacetic acid (1.0 mL, 13.05 mmol) at 0° C. The reaction mixture was stirred for 30 min at 0° C. and at RT for 1 h. The reaction mixture was quenched with saturated aqueous NaHCO3 and extracted with CH2Cl2 three times. The organic layer was washed with brine, dried over Na2SO4 and evaporated to dryness to give the titl... Reactants: FC1=CC=C(C=C1)N1N=CC(=C(C1=O)CCC(C)C)C1=CC=C(C=C1)S(=O)(=O)C (2-(4-Fluorophenyl)-4-(3-methylbutyl)-5-[4-(methysulfonyl)phenyl]-3(2H)-pyridazinone), N (NH3). Product: FC1=CC=C(C=C1)N1N=CC(=C(C1=O)CCC(C)C)C1=CC=C(C=C1)S(=O)(=O)N (2-(4-Fluorophenyl)-4-(3-methylbutyl)-5-[4-(aminosulfonyl)phenyl]-3(2H)-pyridazinone). Reaction SMILES: [F:1][C:2]1[CH:7]=[CH:6][C:5]([N:8]2[C:13](=[O:14])[C:12]([CH2:15][CH2:16][CH:17]([CH3:19])[CH3:18])=[C:11]([C:20]3[CH:25]=[CH:24][C:23]([S:26](C)(=[O:28])=[O:27])=[CH:22][CH:21]=3)[CH:10]=[N:9]2)=[CH:4][CH:3]=1.[NH3:30]>>[F:1][C:2]1[CH:7]=[CH:6][C:5]([N:8]2[C:13](=[O:14])[C:12]([CH2:15][CH2:16][CH:17]([CH3:19])[CH3:18])=[C:11]([C:20]3[CH:25]=[CH:24][C:23]([S:26]([NH2:30])(=[O:28])=[O:27])=[CH:22][CH:21]=3)[CH:10]=[N:9]2)=[CH:4][CH:3]=1. Reported procedure: The title compound was prepared according to the method of Example 384, substituting 2-(4-fluorophenyl)-4-(3-methylbutyl)-5-[4-(methylsulfonyl)phenyl]-3(2H)-pyridazinone (Example 378) in place of 2-benzyl-4-(4-fluorophenyl)-5-[4-(methylsulfonyl)phenyl]-3(2H)-pyridazinone (0.090 g 21%). mp 180-183° C. 1H NMR (300 MHz, DMSO d6) δ 0.78 (d, J=6 Hz, 6H), 1.49 (m, 5H), 7.36 (m, 2H), 7.53 (m, 2H), 7.62-7.73 (m, 4H), 7.98 (m, 3H). MS (DCI/NH3) m/z 416 (M+H)+, 433 (M+NH4)+. Anal. calc. for C21H22FN3O3S: ... Product: Cl, Cc1ccc(C(=O)CCCN2CCC(C(O)(c3ccccc3)c3ccccc3)CC2)cc1. As a reaction SMILES: [C:34](=[O:35])([OH:36])[O-:37].[CH3:41][c:42]1[cH:43][cH:44][cH:45][cH:46][cH:47]1.[Cl:21][CH2:22][CH2:23][CH2:24][C:25](=[O:26])[c:27]1[cH:28][cH:29][c:30]([CH3:33])[cH:31][cH:32]1.[I-:40].[K+:39].[Na+:38].[OH2:48].[c:1]1([C:7]([OH:8])([CH:9]2[CH2:10][CH2:11][NH:12][CH2:13][CH2:14]2)[c:15]2[cH:16][cH:17][cH:18][cH:19][cH:20]2)[cH:2][cH:3][cH:4][cH:5][cH:6]1>>[ClH:21].[c:1]1([C:7]([OH:8])([CH:9]2[CH2:10][CH2:11][N:12]([CH2:22][CH2:23][CH2:24][C:25](=[O:26])[c:27]3[cH:28][cH:29][c:30]([CH3:33])[cH:31][cH:32]3)[CH2:13][CH2:14]2)[c:15]2[cH:16][cH:17][cH:18][cH:19][cH:20]2)[cH:2][cH:3][cH:4][cH:5][cH:6]1. Reactants: O=C([O-])O, Cc1ccccc1, Cc1ccc(C(=O)CCCCl)cc1, [I-], [K+], [Na+], O, OC(c1ccccc1)(c1ccccc1)C1CCNCC1.